From a dataset of the Open Reaction Database (ORD), a public repository of structured organic reaction records. describe an organic reaction: reactants, conditions, products, and yield Starting materials: O=C1Nc2cccc(CCBr)c2C1Cl, C, [Pd]. Product: O=C1Cc2c(CCBr)cccc2N1. As a reaction SMILES: [Br:1][CH2:2][CH2:3][c:4]1[c:5]2[c:9]([cH:10][cH:11][cH:12]1)[NH:8][C:7](=[O:13])[CH:6]2[Cl:14].[C:15].[Pd:16]>>[Br:1][CH2:2][CH2:3][c:4]1[c:5]2[c:9]([cH:10][cH:11][cH:12]1)[NH:8][C:7](=[O:13])[CH2:6]2. Starting materials: [Na] (sodium), ClCC(=O)O (chloroacetic acid), [N+](=O)([O-])C1=C(C(=O)O)C=CC(C1)=S=O (2-nitro-4-sulfinylbenzoic acid), S(=O)([O-])[O-].[Na+].[Na+] (sodium sulfite), C([O-])(O)=O.[Na+] (sodium bicarbonate), [N+](=O)([O-])C1=C(C(=O)Cl)C=CC(=C1)S(=O)(=O)Cl (2-nitro-4-(chlorosulfonyl)benzoyl chloride). Run in O (water), O (water). Run at temperature 15 celsius, time 3 hour. Yields the product [N+](=O)([O-])C1=C(C(=O)O)C=CC(=C1)S(=O)(=O)C (2-nitro-4-(methylsulfonyl)benzoic acid). Isolated yield 87.0%. RXN SMILES: [S:1]([O-:4])([O-])=[O:2].[Na+].[Na+].[C:7](=O)(O)[O-].[Na+].[N+](C1C=C(S(Cl)(=O)=O)C=CC=1C(Cl)=O)([O-])=O.[Na].ClCC(O)=O.[N+:34]([C:37]1[CH2:45][C:44](=S=O)[CH:43]=[CH:42][C:38]=1[C:39]([OH:41])=[O:40])([O-:36])=[O:35]>O>[N+:34]([C:37]1[CH:45]=[C:44]([S:1]([CH3:7])(=[O:4])=[O:2])[CH:43]=[CH:42][C:38]=1[C:39]([OH:41])=[O:40])([O-:36])=[O:35] |f:0.1.2,3.4,^1:27|. Procedure details: A 100 mL round bottom flask equipped with a reflux condenser, thermometer and magnetic stirrer was charged with 1.9 g (15 mmol) of sodium sulfite, 5.1 g (60 mmol) of sodium bicarbonate and 20 mL of water. The resulting slurry was cooled to 15° C. and 4.0 g (14 mmol) of 2-nitro-4-(chlorosulfonyl)benzoyl chloride was added over 5 minutes. The reaction mixture was stirred at 15° C. for three hours and then at ambient temperature overnight. After warming to 40° C., 3.1 g (27 mmol) of the sodium salt...